This data is from the Open Reaction Database (ORD), a public repository of structured organic reaction records. The task is: describe an organic reaction: reactants, conditions, products, and yield The reactants are C(N)(OC(C)(C)C)=O (1,1-dimethylethyl carbamate), N#N (N2), C([O-])([O-])=O.[Cs+].[Cs+] (cesium carbonate), BrC=1C(=C(C(=O)OC)C=CC1)F (methyl 3-bromo-2-fluorobenzoate), C(Cl)(Cl)Cl (CHCl3), C(=O)(C(F)(F)F)O (TFA). The reagents and catalysts are CC1(C2=C(C(=CC=C2)P(C3=CC=CC=C3)C4=CC=CC=C4)OC5=C(C=CC=C51)P(C6=CC=CC=C6)C7=CC=CC=C7)C (xantphos), C=1C=CC(=CC1)/C=C/C(=O)/C=C/C2=CC=CC=C2.C=1C=CC(=CC1)/C=C/C(=O)/C=C/C2=CC=CC=C2.C=1C=CC(=CC1)/C=C/C(=O)/C=C/C2=CC=CC=C2.[Pd].[Pd] (Pd2(dba)3). Run in C1(=CC=CC=C1)C (toluene). Reaction conditions: temperature 90 celsius, time 8 hour. Product: NC=1C(=C(C(=O)OC)C=CC1)F (Methyl 3-amino-2-fluorobenzoate). Isolated yield 76.2%. RXN SMILES: C(=O)(OC(C)(C)C)[NH2:2].Br[C:10]1[C:11]([F:20])=[C:12]([CH:17]=[CH:18][CH:19]=1)[C:13]([O:15][CH3:16])=[O:14].C(Cl)(Cl)Cl.C(=O)([O-])[O-].[Cs+].[Cs+].N#N.C(O)(C(F)(F)F)=O>C1C=CC(/C=C/C(/C=C/C2C=CC=CC=2)=O)=CC=1.C1C=CC(/C=C/C(/C=C/C2C=CC=CC=2)=O)=CC=1.C1C=CC(/C=C/C(/C=C/C2C=CC=CC=2)=O)=CC=1.[Pd].[Pd].CC1(C)C2C(=C(P(C3C=CC=CC=3)C3C=CC=CC=3)C=CC=2)OC2C(P(C3C=CC=CC=3)C3C=CC=CC=3)=CC=CC1=2.C1(C)C=CC=CC=1>[NH2:2][C:10]1[C:11]([F:20])=[C:12]([CH:17]=[CH:18][CH:19]=1)[C:13]([O:15][CH3:16])=[O:14] |f:3.4.5,8.9.10.11.12|. Procedure: In a 500 mL flask was placed 1,1-dimethylethyl carbamate (6.03 g, 51.5 mmol), methyl 3-bromo-2-fluorobenzoate (10 g, 42.9 mmol), Pd2(dba)3.CHCl3 (0.89 g, 0.86 mmol), xantphos (1.49 g, 2.57 mmol) and cesium carbonate (16.8 g, 51.5 mmol). The flask was sealed with a rubber septum, placed under high vacuum, and toluene (200 mL) was added. Three cycles of high vacuum/N2 were performed and the reaction mixture was stirred at 90° C. overnight. The reaction was filtered through a pad of celite with EtO...